This data is from the Open Reaction Database (ORD), a public repository of structured organic reaction records. The task is: describe an organic reaction: reactants, conditions, products, and yield The reactants are OB(O)c1cccc(Br)c1, CCO, Cc1ccccc1, COC(=O)c1cccnc1Cl, [Na+], [Na+], O=C([O-])[O-], [Pd], c1ccc(P(c2ccccc2)c2ccccc2)cc1, c1ccc(P(c2ccccc2)c2ccccc2)cc1, c1ccc(P(c2ccccc2)c2ccccc2)cc1, c1ccc(P(c2ccccc2)c2ccccc2)cc1. Yields the product COC(=O)c1cccnc1-c1cccc(Br)c1. RXN SMILES: [Br:1][c:2]1[cH:3][c:4]([B:8]([OH:9])[OH:10])[cH:5][cH:6][cH:7]1.[CH3:112][CH2:113][OH:114].[CH3:28][c:29]1[cH:30][cH:31][cH:32][cH:33][cH:34]1.[Cl:11][c:12]1[c:13]([C:14](=[O:15])[O:16][CH3:17])[cH:18][cH:19][cH:20][n:21]1.[Na+:22].[Na+:23].[O-:24][C:25](=[O:26])[O-:27].[Pd:35].[c:36]1([P:37]([c:38]2[cH:39][cH:40][cH:41][cH:42][cH:43]2)[c:44]2[cH:45][cH:46][cH:47][cH:48][cH:49]2)[cH:50][cH:51][cH:52][cH:53][cH:54]1.[c:55]1([P:56]([c:57]2[cH:58][cH:59][cH:60][cH:61][cH:62]2)[c:63]2[cH:64][cH:65][cH:66][cH:67][cH:68]2)[cH:69][cH:70][cH:71][cH:72][cH:73]1.[c:74]1([P:75]([c:76]2[cH:77][cH:78][cH:79][cH:80][cH:81]2)[c:82]2[cH:83][cH:84][cH:85][cH:86][cH:87]2)[cH:88][cH:89][cH:90][cH:91][cH:92]1.[c:93]1([P:94]([c:95]2[cH:96][cH:97][cH:98][cH:99][cH:100]2)[c:101]2[cH:102][cH:103][cH:104][cH:105][cH:106]2)[cH:107][cH:108][cH:109][cH:110][cH:111]1>>[Br:1][c:2]1[cH:3][c:4](-[c:12]2[c:13]([C:14](=[O:15])[O:16][CH3:17])[cH:18][cH:19][cH:20][n:21]2)[cH:5][cH:6][cH:7]1. Reactants: C(C)OC(=O)C1C(CCC1)=O (2-Oxo-cyclopentanecarboxylic acid ethyl ester), C(C)(=O)[O-].[Na+] (sodium acetate), C(#N)[BH3-].[Na+] (sodium cyanoborohydride), Cl.C(C=C)N(N)C1CCC1 (N′-Allyl-N′-cyclobutyl-hydrazine hydrogen chloride). The solvent is CO (methanol). Conditions: temperature 25 celsius, time 18 hour. The product is C(C)OC(=O)C1C(CCC1)NN(C1CCC1)CC=C (2-(N′-allyl-N′-cyclobutyl-hydrazino)-cyclopentanecarboxylic acid ethyl ester). Yield: 71.0%. RXN SMILES: Cl.[CH2:2]([N:5]([CH:7]1[CH2:10][CH2:9][CH2:8]1)[NH2:6])[CH:3]=[CH2:4].[CH2:11]([O:13][C:14]([CH:16]1[CH2:20][CH2:19][CH2:18][C:17]1=O)=[O:15])[CH3:12].C([O-])(=O)C.[Na+].C([BH3-])#N.[Na+]>CO>[CH2:11]([O:13][C:14]([CH:16]1[CH2:20][CH2:19][CH2:18][CH:17]1[NH:6][N:5]([CH2:2][CH:3]=[CH2:4])[CH:7]1[CH2:10][CH2:9][CH2:8]1)=[O:15])[CH3:12] |f:0.1,3.4,5.6|. Procedure: N′-Allyl-N′-cyclobutyl-hydrazine hydrogen chloride (288 mg, 1.77 mmol) was dissolved in methanol (20 mL). 2-Oxo-cyclopentanecarboxylic acid ethyl ester (0.26 mL, 1.77 mL), sodium acetate (290 mg, 3.54 mmol), sodium cyanoborohydride (222 mg, 3.54 mmol) and 4 Å molecular sieves (400 mg) were added sequentially. The reaction was stirred at 25° C. for 18 h before it was quenched via the addition of saturated aqueous sodium bicarbonate solution (20 mL). The mixture was extracted with ethyl acetate (3...